From a dataset of the Open Reaction Database (ORD), a public repository of structured organic reaction records. describe an organic reaction: reactants, conditions, products, and yield Starting materials: ( 4 ), C[Si](C)(C)[N-][Si](C)(C)C.[Na+] (NaHMDS), FC1=CC=C(C=C1)CC(=O)O (2-(4-fluorophenyl)acetic acid), BrCC(=C)CCCl (2-(bromomethyl)-4-chlorobut-1-ene). The solvent is C1CCOC1 (THF), C1CCOC1 (THF). Conditions: temperature 0 celsius, time 20 minute. The product is ClCC(CCC(C(=O)O)C1=CC=C(C=C1)F)=C (5-(chloromethyl)-2-(4-fluorophenyl)hex-5-enoic acid). As a reaction SMILES: [CH3:1][Si]([N-][Si](C)(C)C)(C)C.[Na+].[F:11][C:12]1[CH:17]=[CH:16][C:15]([CH2:18][C:19]([OH:21])=[O:20])=[CH:14][CH:13]=1.BrC[C:24]([CH2:26][CH2:27][Cl:28])=[CH2:25]>C1COCC1>[Cl:28][CH2:27][C:26](=[CH2:1])[CH2:24][CH2:25][CH:18]([C:15]1[CH:14]=[CH:13][C:12]([F:11])=[CH:17][CH:16]=1)[C:19]([OH:21])=[O:20] |f:0.1|. Procedure: Step AAI (4): NaHMDS 2.0 M in THF (11.0 mL, 21.9 mmol) was added to a solution of 2-(4-fluorophenyl)acetic acid (1.50 g, 9.73 mmol) in THF (19.5 mL) at 0° C. The resulting mixture was stirred for 20 min at 0° C., then neat 2-(bromomethyl)-4-chlorobut-1-ene (1.96 g, 10.7 mmol) was added. After 10 min, the mixture was quenched with a water (5 mL) and concentrated in vacuo. The mixture was diluted with EtOAc and the organic layer was washed with 1N HCl, then brine, dried over sodium sulfate, and co... Starting materials: C(C)(C)(C)OC(=O)N1[C@@H](C[C@@H](C1)N(C=1N=NNN1)CC1=CC(=CC(=C1)C(F)(F)F)C(F)(F)F)CC ((2R,4S)-4-[(3,5-bis-trifluoromethyl-benzyl)-(2H-tetrazol-5-yl)-amino]-2-ethyl-pyrrolidine-1-carboxylic acid tert-butyl ester), CI (methyl iodide), C([O-])([O-])=O.[K+].[K+] (potassium carbonate). Solvent: CN(C)C=O (DMF). Yields the product C(C)(C)(C)OC(=O)N1[C@@H](C[C@@H](C1)N(C=1N=NN(N1)C)CC1=CC(=CC(=C1)C(F)(F)F)C(F)(F)F)CC ((2R,4S)-4-[(3,5-bis-trifluoromethyl-benzyl)-(2-methyl-2H-tetrazol-5-yl)-amino]-2-ethyl-pyrrolidine-1-carboxylic acid tert-butyl ester). Yield: 86.1%. Reaction SMILES: [C:1]([O:5][C:6]([N:8]1[CH2:12][C@@H:11]([N:13]([CH2:19][C:20]2[CH:25]=[C:24]([C:26]([F:29])([F:28])[F:27])[CH:23]=[C:22]([C:30]([F:33])([F:32])[F:31])[CH:21]=2)[C:14]2[N:15]=[N:16][NH:17][N:18]=2)[CH2:10][C@H:9]1[CH2:34][CH3:35])=[O:7])([CH3:4])([CH3:3])[CH3:2].CI.[C:38](=O)([O-])[O-].[K+].[K+]>CN(C=O)C>[C:1]([O:5][C:6]([N:8]1[CH2:12][C@@H:11]([N:13]([CH2:19][C:20]2[CH:25]=[C:24]([C:26]([F:28])([F:27])[F:29])[CH:23]=[C:22]([C:30]([F:32])([F:33])[F:31])[CH:21]=2)[C:14]2[N:15]=[N:16][N:17]([CH3:38])[N:18]=2)[CH2:10][C@H:9]1[CH2:34][CH3:35])=[O:7])([CH3:4])([CH3:3])[CH3:2] |f:2.3.4|. Procedure: A solution of the crude (2R,4S)-4-[(3,5-bis-trifluoromethyl-benzyl)-(2H-tetrazol-5-yl)-amino]-2-ethyl-pyrrolidine-1-carboxylic acid tert-butyl ester (52 mg, 0.10 mmol), methyl iodide (90 mg, 0.51 mmol) and potassium carbonate (28 mg, 0.20 mmol) in DMF (1.3 mL) is stirred at 50° C. for 2 hours. The reaction mixture is quenched with saturated ammonium chloride solution. The product is extracted three times with EtOAc. The combined organic layer is washed with brine, dried over Na2SO4, filtered, an... The reactants are COC1=CC=C(C=C1)C(C1=CC=CC=C1)(C1=CC=C(C=C1)OC)NC=1COC(C([C@@](N1)(C)C1=C(C=CC(=C1)B1OCC(CO1)(C)C)F)(F)F)(C)C ([bis-(4-methoxy-phenyl)-phenyl-methyl]-{(R)-5-[5-(5,5-dimethyl-[1,3,2]dioxaborinan-2-yl)-2-fluoro-phenyl]-6,6-difluoro-5,7,7-trimethyl-2,5,6,7-tetrahydro-[1,4]oxazepin-3-yl}-amine), BrC=1N=CN(C1)C1=NC=C(C=C1)C(F)(F)F (2-(4-bromo-1H-imidazol-1-yl)-5-(trifluoromethyl)pyridine). Product: COC1=CC=C(C=C1)C(C1=CC=CC=C1)(C1=CC=C(C=C1)OC)NC=1COC(C([C@@](N1)(C)C1=C(C=CC(=C1)C=1N=CN(C1)C1=NC=C(C=C1)C(F)(F)F)F)(F)F)(C)C ([bis-(4-methoxy-phenyl)-phenyl-methyl]-((R)-6,6-difluoro-5-{2-fluoro-5-[1-(5-trifluoromethyl-pyridin-2-yl)-1H-imidazol-4-yl]-phenyl}-5,7,7-trimethyl-2,5,6,7-tetrahydro-[1,4]oxazepin-3-yl)-amine). Yield: 25.3%. As a reaction SMILES: [CH3:1][O:2][C:3]1[CH:8]=[CH:7][C:6]([C:9]([NH:24][C:25]2[CH2:26][O:27][C:28]([CH3:51])([CH3:50])[C:29]([F:49])([F:48])[C@:30]([C:33]3[CH:38]=[C:37](B4OCC(C)(C)CO4)[CH:36]=[CH:35][C:34]=3[F:47])([CH3:32])[N:31]=2)([C:16]2[CH:21]=[CH:20][C:19]([O:22][CH3:23])=[CH:18][CH:17]=2)[C:10]2[CH:15]=[CH:14][CH:13]=[CH:12][CH:11]=2)=[CH:5][CH:4]=1.Br[C:53]1[N:54]=[CH:55][N:56]([C:58]2[CH:63]=[CH:62][C:61]([C:64]([F:67])([F:66])[F:65])=[CH:60][N:59]=2)[CH:57]=1>>[CH3:1][O:2][C:3]1[CH:8]=[CH:7][C:6]([C:9]([NH:24][C:25]2[CH2:26][O:27][C:28]([CH3:51])([CH3:50])[C:29]([F:48])([F:49])[C@:30]([C:33]3[CH:38]=[C:37]([C:53]4[N:54]=[CH:55][N:56]([C:58]5[CH:63]=[CH:62][C:61]([C:64]([F:67])([F:66])[F:65])=[CH:60][N:59]=5)[CH:57]=4)[CH:36]=[CH:35][C:34]=3[F:47])([CH3:32])[N:31]=2)([C:16]2[CH:17]=[CH:18][C:19]([O:22][CH3:23])=[CH:20][CH:21]=2)[C:10]2[CH:11]=[CH:12][CH:13]=[CH:14][CH:15]=2)=[CH:5][CH:4]=1. Reported procedure: Reaction of [bis-(4-methoxy-phenyl)-phenyl-methyl]-{(R)-5-[5-(5,5-dimethyl-[1,3,2]dioxaborinan-2-yl)-2-fluoro-phenyl]-6,6-difluoro-5,7,7-trimethyl-2,5,6,7-tetrahydro-[1,4]oxazepin-3-yl}-amine (intermediate B10.1) (300 mg, 380 μmol) with 2-(4-bromo-1H-imidazol-1-yl)-5-(trifluoromethyl)pyridine (111 mg, 380 μmol) yielded the [bis-(4-methoxy-phenyl)-phenyl-methyl]-((R)-6,6-difluoro-5-{2-fluoro-5-[1-(5-trifluoromethyl-pyridin-2-yl)-1H-imidazol-4-yl]-phenyl}-5,7,7-trimethyl-2,5,6,7-tetrahydro-[1,4]ox... The reactants are CCOC(=O)c1cc2c(Oc3cccc(Cl)n3)cccc2[nH]1, CO, Cl, [Na+], [OH-]. Product: O=C(O)c1cc2c(Oc3cccc(Cl)n3)cccc2[nH]1. Reaction SMILES: [CH2:1]([CH3:2])[O:3][C:4](=[O:5])[c:6]1[nH:7][c:8]2[cH:9][cH:10][cH:11][c:12]([O:15][c:16]3[n:17][c:18]([Cl:22])[cH:19][cH:20][cH:21]3)[c:13]2[cH:14]1.[CH3:26][OH:27].[ClH:25].[Na+:24].[OH-:23]>>[O:3]=[C:4]([OH:5])[c:6]1[nH:7][c:8]2[cH:9][cH:10][cH:11][c:12]([O:15][c:16]3[n:17][c:18]([Cl:22])[cH:19][cH:20][cH:21]3)[c:13]2[cH:14]1. Starting materials: Cl (hydrochloric acid), CC1(OC2C(C(CC=3C2CON3)O[Si](C)(C)C(C)(C)C)O1)C (4,5-(Dimethylmethylenedioxy)-6-(tert-butyldimethylsilyloxy)-3,3a,4,5,6,7-hexahydro-2,1-benzoisooxazole), C(O)([O-])=O.[Na+] (sodium hydrogen carbonate). The solvent is C(C)OCC (diethyl ether), O1CCCC1 (tetrahydrofuran). Run at time 4 hour. Product: OC1C(C(CC=2C1CON2)O[Si](C)(C)C(C)(C)C)O (4,5-dihydroxy-6-(tert-butyldimethylsilyloxy)-3,3a,4,5,6,7-hexahydro-2,1-benzoisooxazole). Yield: 68.3%. As a reaction SMILES: CC1(C)[O:21][CH:5]2[CH:6]([O:13][Si:14]([C:17]([CH3:20])([CH3:19])[CH3:18])([CH3:16])[CH3:15])[CH2:7][C:8]3[CH:9]([CH2:10][O:11][N:12]=3)[CH:4]2[O:3]1.Cl.C(=O)([O-])O.[Na+]>O1CCCC1.C(OCC)C>[OH:3][CH:4]1[CH:9]2[CH2:10][O:11][N:12]=[C:8]2[CH2:7][CH:6]([O:13][Si:14]([C:17]([CH3:19])([CH3:18])[CH3:20])([CH3:15])[CH3:16])[CH:5]1[OH:21] |f:2.3|. Reported procedure: 4,5-(Dimethylmethylenedioxy)-6-(tert-butyldimethylsilyloxy)-3,3a,4,5,6,7-hexahydro-2,1-benzoisooxazole (327 mg) was dissolved in 10 ml of tetrahydrofuran, and 1 ml of 1N hydrochloric acid was added, followed by stirring the mixture at room temperature for 4 hours. The reaction mixture was diluted with diethyl ether, and neutralized with a sodium hydrogen carbonate aqueous solution. The organic layer was washed with a sodium chloride aqueous solution, dried over anhydrous sodium sulfate, and conc... Procedure details: 20% palladium hydroxide (75.8 mg) was added to a solution of tert-butyl 4-[(3R*,4S*)-3-[2-(tert-butoxy)-2-oxoethyl]-1-[(2,6-dichlorophenyl)methyl]-4-methylpyrrolidin-3-amido]piperidine-1-carboxylate obtained in Example 5b (a chiral form corresponding to the peak with a shorter retention time) (758 mg, 1.29 mmol) in methanol (20 ml), followed by stirring at 40° C. for three hours under a hydrogen atmosphere. The reaction liquid was filtered, and the filtrate was concentrated to give a crude produ... Conditions: temperature 40 celsius, time 3 hour. The yield is 32.4%. Reactants: C(C)(C)(C)OC(C[C@@]1(CN(C[C@H]1C)CC1=C(C=CC=C1Cl)Cl)C(=O)NC1CCN(CC1)C(=O)OC(C)(C)C)=O (tert-Butyl 4-[(3R*,4S*)-3-[2-(tert-butoxy)-2-oxoethyl]-1-[(2,6-dichlorophenyl)methyl]-4-methylpyrrolidin-3-amido]piperidine-1-carboxylate), BrCC1=C(C=CC=C1C(F)(F)F)Cl (2-(Bromomethyl)-1-chloro-3-(trifluoromethyl)benzene), C([O-])([O-])=O.[K+].[K+] (potassium carbonate), crude product, BrCC1=C(C=CC=C1C(F)(F)F)Cl (2-(Bromomethyl)-1-chloro-3-(trifluoromethyl)benzene), C([O-])([O-])=O.[K+].[K+] (potassium carbonate), C(C)(=O)OCC (Ethyl acetate). Yields the product C(C)(C)(C)OC(C[C@@]1(CN(C[C@H]1C)CC1=C(C=CC=C1C(F)(F)F)Cl)C(=O)NC1CCN(CC1)C(=O)OC(C)(C)C)=O (tert-Butyl 4-[(3R*,4S*)-3-[2-(tert-butoxy)-2-oxoethyl]-1-{[2-chloro-6-(trifluoromethyl)phenyl]methyl}-4-methylpyrrolidin-3-amido]piperidine-1-carboxylate). Run in CO (methanol), CN(C=O)C (N,N-dimethylformamide). Reagents/catalysts: [OH-].[Pd+2].[OH-] (palladium hydroxide). Reaction SMILES: [C:1]([O:5][C:6](=[O:39])[CH2:7][C@@:8]1([C:23]([NH:25][CH:26]2[CH2:31][CH2:30][N:29]([C:32]([O:34][C:35]([CH3:38])([CH3:37])[CH3:36])=[O:33])[CH2:28][CH2:27]2)=[O:24])[C@H:12]([CH3:13])[CH2:11][N:10](CC2C(Cl)=CC=CC=2Cl)[CH2:9]1)([CH3:4])([CH3:3])[CH3:2].Br[CH2:41][C:42]1[C:47]([C:48]([F:51])([F:50])[F:49])=[CH:46][CH:45]=[CH:44][C:43]=1[Cl:52].C(=O)([O-])[O-].[K+].[K+].C(OCC)(=O)C>CO.CN(C)C=O.[OH-].[Pd+2].[OH-]>[C:1]([O:5][C:6](=[O:39])[CH2:7][C@@:8]1([C:23]([NH:25][CH:26]2[CH2:31][CH2:30][N:29]([C:32]([O:34][C:35]([CH3:38])([CH3:37])[CH3:36])=[O:33])[CH2:28][CH2:27]2)=[O:24])[C@H:12]([CH3:13])[CH2:11][N:10]([CH2:41][C:42]2[C:47]([C:48]([F:51])([F:50])[F:49])=[CH:46][CH:45]=[CH:44][C:43]=2[Cl:52])[CH2:9]1)([CH3:4])([CH3:2])[CH3:3] |f:2.3.4,8.9.10|.